This data is from the Open Reaction Database (ORD), a public repository of structured organic reaction records. The task is: describe an organic reaction: reactants, conditions, products, and yield Reactants: O=C([O-])[O-], CCBr, [Cu], [K+], [K+], CN(C)C=O, COC(=O)CCCc1ccc(O)c(-c2cc(CCCC(=O)OC)ccc2O)c1. The product is CCOc1ccc(CCCC(=O)OC)cc1-c1cc(CCCC(=O)OC)ccc1O. Reaction SMILES: [C:32](=[O:33])([O-:34])[O-:35].[CH2:29]([CH3:30])[Br:31].[Cu:38].[K+:36].[K+:37].[O:39]=[CH:40][N:41]([CH3:42])[CH3:43].[OH:1][c:2]1[c:3](-[c:15]2[c:16]([OH:28])[cH:17][cH:18][c:19]([CH2:21][CH2:22][CH2:23][C:24](=[O:25])[O:26][CH3:27])[cH:20]2)[cH:4][c:5]([CH2:8][CH2:9][CH2:10][C:11](=[O:12])[O:13][CH3:14])[cH:6][cH:7]1>>[O:1]([c:2]1[c:3](-[c:15]2[c:16]([OH:28])[cH:17][cH:18][c:19]([CH2:21][CH2:22][CH2:23][C:24](=[O:25])[O:26][CH3:27])[cH:20]2)[cH:4][c:5]([CH2:8][CH2:9][CH2:10][C:11](=[O:12])[O:13][CH3:14])[cH:6][cH:7]1)[CH2:29][CH3:30]. The reactants are [OH-].[Na+] (sodium hydroxide), FC(C(=O)O)(F)F (Trifluoroacetic acid), [BH4-].[Na+] (sodium borohydride), ice water, FC(C(=O)O)(F)F (trifluoroacetic acid), ClC1=C(C=CC(=C1)Cl)C(C=1C2=C(SC1C)C=CC(=C2)C(=O)OC)O (3-((2,4-dichlorophenyl)hydroxymethyl)-5-(methoxycarbonyl)-2-methylbenzo[b]thiophene), aqueous solution. Solvent: C(Cl)Cl (methylene chloride). Reaction conditions: time 70 minute. Yields the product ClC1=C(CC=2C3=C(SC2C)C=CC(=C3)C(=O)OC)C=CC(=C1)Cl (3-(2,4-Dichlorobenzyl)-5-(methoxycarbonyl)-2-methylbenzo[b]thiophene). As a reaction SMILES: FC(F)(F)C(O)=O.[BH4-].[Na+].[Cl:10][C:11]1[CH:16]=[C:15]([Cl:17])[CH:14]=[CH:13][C:12]=1[CH:18](O)[C:19]1[C:20]2[CH:28]=[C:27]([C:29]([O:31][CH3:32])=[O:30])[CH:26]=[CH:25][C:21]=2[S:22][C:23]=1[CH3:24].[OH-].[Na+]>C(Cl)Cl>[Cl:10][C:11]1[CH:16]=[C:15]([Cl:17])[CH:14]=[CH:13][C:12]=1[CH2:18][C:19]1[C:20]2[CH:28]=[C:27]([C:29]([O:31][CH3:32])=[O:30])[CH:26]=[CH:25][C:21]=2[S:22][C:23]=1[CH3:24] |f:1.2,4.5|. Procedure: Trifluoroacetic acid (30 ml) was cooled with ice, and sodium borohydride (537 mg, 14.2 mmol) was gradually added at 5-7° C. for 20 min under a nitrogen atmosphere. A solution of 3-((2,4-dichlorophenyl)hydroxymethyl)-5-(methoxycarbonyl)-2-methylbenzo[b]thiophene in methylene chloride was added dropwise for 50 min and the mixture was stirred at room temperature for 70 min. After the completion of the reaction, the reaction mixture was poured into ice water, and trifluoroacetic acid was neutralized... Starting materials: CSC1C=2C(=CC=3C=NC=NC13)N=NN2 (4-methylthiotriazolo[4,5-g]quinazoline), BrC=1C=C(N)C=CC1 (3-bromoaniline), Cl.BrC=1C=C(N)C=CC1 (3-bromoaniline hydrochloride). Solvent: C(C)(C)O (isopropanol). The product is Cl.BrC=1C=C(NC2C=3C(=CC=4C=NC=NC24)N=NN3)C=CC1 (4-(3-bromoanilino)-triazolo[4,5-g]quinazoline hydrochloride). Yield: 63.3%. RXN SMILES: CS[CH:3]1[C:12]2[N:11]=[CH:10][N:9]=[CH:8][C:7]=2[CH:6]=[C:5]2[N:13]=[N:14][N:15]=[C:4]12.[Br:16][C:17]1[CH:18]=[C:19]([CH:21]=[CH:22][CH:23]=1)[NH2:20].[ClH:24].BrC1C=C(C=CC=1)N>C(O)(C)C>[ClH:24].[Br:16][C:17]1[CH:18]=[C:19]([CH:21]=[CH:22][CH:23]=1)[NH:20][CH:3]1[C:12]2[N:11]=[CH:10][N:9]=[CH:8][C:7]=2[CH:6]=[C:5]2[N:13]=[N:14][N:15]=[C:4]12 |f:2.3,5.6|. Reported procedure: A mixture of 4-methylthiotriazolo[4,5-g]quinazoline (0.30 g, 1.38 mmol), 3-bromoaniline (2.1 mmol) and 3-bromoaniline hydrochloride (2.1 mmol) in isopropanol (400 mL) is heated under reflux for 6 h, and the solution is concentrated to give 4-(3-bromoanilino)-triazolo[4,5-g]quinazoline hydrochloride (0.33 g, 63%). 1H NMR (DMSO) δ12.01 (1H, brs), 9.86 (1H, s), 9.02 (1H, s), 8.63 (1H, s), 8.39 (1H, s), 8.13 (1H, dd, J=1.9, 1.5 Hz), 7.85 (1H, ddd, J=7.7, 1.9, 1.5 Hz), 7.56 (1H, ddd, J=8.0, 1.7, 1.5 ... Reactants: C(CCC)[Li] (n-butyllithium), ClC1=CC=C(C=C1)CC(=O)O ((4-chlorophenyl)acetic acid), CI (methyl iodide). Run in C1CCOC1 (THF), C1CCOC1 (THF). Conditions: temperature 0 celsius, time 12 hour. The product is ClC1=CC=C(C=C1)C(C(=O)O)C (2-(4-chlorophenyl)propanoic acid). As a reaction SMILES: [Cl:1][C:2]1[CH:7]=[CH:6][C:5]([CH2:8][C:9]([OH:11])=[O:10])=[CH:4][CH:3]=1.[CH2:12]([Li])CCC.CI>C1COCC1>[Cl:1][C:2]1[CH:3]=[CH:4][C:5]([CH:8]([CH3:12])[C:9]([OH:11])=[O:10])=[CH:6][CH:7]=1. Procedure details: Under a nitrogen atmosphere, to a mixture of (4-chlorophenyl)acetic acid (13.6 g) in THF (140 mL) was added n-butyllithium (1.6 M hexane solution, 100 mL) at −60° C. to −70° C., and the mixture was allowed to warm to 0° C. A mixture of methyl iodide (4.96 mL) in THF (40 mL) was added to the reaction mixture at 0° C.-10° C., and the mixture was stirred at room temperature for 12 hr. The reaction mixture was extracted with 1N aqueous sodium hydroxide solution (2×100 mL), and the extract was acidif... The reactants are NC=1C=C(C=NC1)C(=O)C1=CN(C2=C1C=NC=C2F)C(CO[Si](C)(C)C(C)(C)C)(C)C ((5-amino-pyridin-3-yl)-{1-[2-(tert-butyl-dimethyl-silanyloxy)-1,1-dimethyl-ethyl]-7-fluoro-1H-pyrrolo[3,2-c]pyridin-3-yl}-methanone), FC(C1=CC=C(C=C1)CC(=O)O)(F)F ((4-trifluoromethyl-phenyl)-acetic acid), CCN(C(C)C)C(C)C (DIPEA), C(CC)P1(OP(OP(O1)(=O)CCC)(=O)CCC)=O (T3P). Run in C1CCOC1 (THF). Reaction conditions: temperature 25 celsius, time 18 hour. Product: C(C)(C)(C)[Si](OCC(C)(C)N1C=C(C=2C=NC=C(C21)F)C(=O)C=2C=C(C=NC2)NC(CC2=CC=C(C=C2)C(F)(F)F)=O)(C)C (N-(5-{1-[2-(tert-Butyl-dimethyl-silanyloxy)-1,1-dimethyl-ethyl]-7-fluoro-1H-pyrrolo[3,2-c]pyridine-3-carbonyl}-pyridin-3-yl)-2-(4-trifluoromethyl-phenyl)-acetamide). RXN SMILES: [NH2:1][C:2]1[CH:3]=[C:4]([C:8]([C:10]2[C:14]3[CH:15]=[N:16][CH:17]=[C:18]([F:19])[C:13]=3[N:12]([C:20]([CH3:31])([CH3:30])[CH2:21][O:22][Si:23]([C:26]([CH3:29])([CH3:28])[CH3:27])([CH3:25])[CH3:24])[CH:11]=2)=[O:9])[CH:5]=[N:6][CH:7]=1.[F:32][C:33]([F:45])([F:44])[C:34]1[CH:39]=[CH:38][C:37]([CH2:40][C:41](O)=[O:42])=[CH:36][CH:35]=1.CCN(C(C)C)C(C)C.C(P1(=O)OP(CCC)(=O)OP(CCC)(=O)O1)CC>C1COCC1>[C:26]([Si:23]([CH3:24])([CH3:25])[O:22][CH2:21][C:20]([N:12]1[C:13]2[C:18]([F:19])=[CH:17][N:16]=[CH:15][C:14]=2[C:10]([C:8]([C:4]2[CH:3]=[C:2]([NH:1][C:41](=[O:42])[CH2:40][C:37]3[CH:36]=[CH:35][C:34]([C:33]([F:44])([F:32])[F:45])=[CH:39][CH:38]=3)[CH:7]=[N:6][CH:5]=2)=[O:9])=[CH:11]1)([CH3:31])[CH3:30])([CH3:29])([CH3:28])[CH3:27]. Procedure details: To a solution of (5-amino-pyridin-3-yl)-{1-[2-(tert-butyl-dimethyl-silanyloxy)-1,1-dimethyl-ethyl]-7-fluoro-1H-pyrrolo[3,2-c]pyridin-3-yl}-methanone (Preparation 29, 35 mg, 79 μmol), (4-trifluoromethyl-phenyl)-acetic acid (21.8 mg, 106 μmol) and DIPEA (48.94 μL, 277 μmol) in THF (3 mL), T3P (166 μL, 277 μmol) was added and the mixture stirred at 25° C. for 18 hours. The reaction was evaporated under reduced pressure, the residue partitioned between water and ethyl acetate, the organic extracts w...